This data is from the Open Reaction Database (ORD), a public repository of structured organic reaction records. The task is: describe an organic reaction: reactants, conditions, products, and yield The reactants are C[C@@H]1N(CCC1)C1C[C@H](CC1)C1=CC=C(C=C1)N (4-[(S)-3-((S)-2-methyl-pyrrolidin-1-yl)-cyclopentyl]-phenylamine), C[C@@H]1N(CCC1)C1C[C@H](CC1)C1=CC=C(C=C1)N (4-[(S)-3-((S)-2-methyl-pyrrolidin-1-yl)-cyclopentyl]-phenylamine), C(C1=CC=CC=C1)(=O)Cl (benzoyl chloride). Yields the product C[C@@H]1N(CCC1)C1C[C@H](CC1)C1=CC=C(C=C1)NC(C1=CC=CC=C1)=O (N-{4-[(S)-3-((S)-2-Methyl-pyrrolidin-1-yl)-cyclopentyl]-phenyl}-benzamide). Reaction SMILES: [CH3:1][C@H:2]1[CH2:6][CH2:5][CH2:4][N:3]1[CH:7]1[CH2:11][CH2:10][C@H:9]([C:12]2[CH:17]=[CH:16][C:15]([NH2:18])=[CH:14][CH:13]=2)[CH2:8]1.[C:19](Cl)(=[O:26])[C:20]1[CH:25]=[CH:24][CH:23]=[CH:22][CH:21]=1>>[CH3:1][C@H:2]1[CH2:6][CH2:5][CH2:4][N:3]1[CH:7]1[CH2:11][CH2:10][C@H:9]([C:12]2[CH:17]=[CH:16][C:15]([NH:18][C:19](=[O:26])[C:20]3[CH:25]=[CH:24][CH:23]=[CH:22][CH:21]=3)=[CH:14][CH:13]=2)[CH2:8]1. Reported procedure: The title compound was synthesized essentially in the same manner as Example 28 by employing 4-[(S)-3-((S)-2-methyl-pyrrolidin-1-yl)-cyclopentyl]-phenylamine (Intermediate 14) and benzoyl chloride.